Dataset: the Open Reaction Database (ORD), a public repository of structured organic reaction records. Task: describe an organic reaction: reactants, conditions, products, and yield Starting materials: S1C=C(C=C1)C(=O)CN1C(C(CN(C2=C1C=C(C=C2)C)C(C(C)(C)C)=O)NC(=O)OC(C)(C)C)=O (1-(Thiophen-3-yl)carbonylmethyl-2-oxo-3-tert-butoxycarbonylamino-5-pivaloyl-8-methyl-1,3,4,5-tetrahydro-2H-1,5-benzodiazepine). Solvent: Cl.O1CCOCC1 (HCl dioxane). Run at temperature 57.5 celsius, time 1 hour. The product is S1C=C(C=C1)C(=O)CN1C(C(CN(C2=C1C=C(C=C2)C)C(C(C)(C)C)=O)N)=O (1-(thiophen-3-yl)carbonylmethyl-2-oxo-3-amino-5-pivaloyl-8-methyl-1,3,4,5-tetrahydro-2H-1,5-benzodiazepine). The yield is 91.8%. As a reaction SMILES: [S:1]1[CH:5]=[CH:4][C:3]([C:6]([CH2:8][N:9]2[C:15]3[CH:16]=[C:17]([CH3:20])[CH:18]=[CH:19][C:14]=3[N:13]([C:21](=[O:26])[C:22]([CH3:25])([CH3:24])[CH3:23])[CH2:12][CH:11]([NH:27]C(OC(C)(C)C)=O)[C:10]2=[O:35])=[O:7])=[CH:2]1>Cl.O1CCOCC1>[S:1]1[CH:5]=[CH:4][C:3]([C:6]([CH2:8][N:9]2[C:15]3[CH:16]=[C:17]([CH3:20])[CH:18]=[CH:19][C:14]=3[N:13]([C:21](=[O:26])[C:22]([CH3:23])([CH3:24])[CH3:25])[CH2:12][CH:11]([NH2:27])[C:10]2=[O:35])=[O:7])=[CH:2]1 |f:1.2|. Procedure details: 1-(Thiophen-3-yl)carbonylmethyl-2-oxo-3-tert-butoxycarbonylamino-5-pivaloyl-8-methyl-1,3,4,5-tetrahydro-2H-1,5-benzodiazepine (0.94 g) was dissolved in 4N HCl-dioxane (10 ml), the solution was stirred for one hour at 55-60° C. The react ion mixture was concentrated under reduced pressure, the residue was neutralized with saturated aqueous sodium bicarbonate, and extracted with methylene chloride. The organic layer was successively washed with water and saturated brine, dried over anhydrous sodiu... Reactants: ClCC(CNC(=O)C=1C=NN2C1N=C(C=C2)N2[C@H](CCC2)C=2C(NC=C(C2)F)=O)O (N-(3-chloro-2-hydroxypropyl)-5-((R)-2-(5-fluoro-2-oxo-1,2-dihydropyridin-3-yl)pyrrolidin-1-yl)pyrazolo[1,5-a]pyrimidine-3-carboxamide), C(=O)([O-])[O-].[Cs+].[Cs+] (Cs2CO3). Run in CN(C)C=O (DMF). Run at temperature 85 celsius. Yields the product FC=1C=C2[C@H]3CCCN3C=3C=CN4N=CC(C(NCC(COC2=NC1)O)=O)=C4N3 ((6R)-9-fluoro-15-hydroxy-13-oxa-2,11,17,21,22,25-hexaazapentacyclo[17.5.2.02,6.07,12.022,26]hexacosa-1(25),7,9,11,19(26),20,23-heptaen-18-one). Reaction SMILES: Cl[CH2:2][CH:3]([OH:30])[CH2:4][NH:5][C:6]([C:8]1[CH:9]=[N:10][N:11]2[CH:16]=[CH:15][C:14]([N:17]3[CH2:21][CH2:20][CH2:19][C@@H:18]3[C:22]3[C:23](=[O:29])[NH:24][CH:25]=[C:26]([F:28])[CH:27]=3)=[N:13][C:12]=12)=[O:7].C([O-])([O-])=O.[Cs+].[Cs+]>CN(C=O)C>[F:28][C:26]1[CH:27]=[C:22]2[C:23](=[N:24][CH:25]=1)[O:29][CH2:2][CH:3]([OH:30])[CH2:4][NH:5][C:6](=[O:7])[C:8]1=[C:12]3[N:13]=[C:14]([CH:15]=[CH:16][N:11]3[N:10]=[CH:9]1)[N:17]1[C@@H:18]2[CH2:19][CH2:20][CH2:21]1 |f:1.2.3|. Procedure details: A suspension of N-(3-chloro-2-hydroxypropyl)-5-((R)-2-(5-fluoro-2-oxo-1,2-dihydropyridin-3-yl)pyrrolidin-1-yl)pyrazolo[1,5-a]pyrimidine-3-carboxamide (100 mg, 0.23 mmol) and Cs2CO3 (375 mg, 1.15 mmol) in DMF (3 mL) was heated at 85° C. for 2 hours. The reaction mixture was filtered through a GF/F paper and directly purified on reverse phase column chromatography (Biotage SP4 system C-18 25+M column, 5 to 50% acetonitrile/water), to provide the title product as a white solid. MS (apci) m/z=399.2 ...